This data is from the Open Reaction Database (ORD), a public repository of structured organic reaction records. The task is: describe an organic reaction: reactants, conditions, products, and yield Reactants: Cl.N1(N=CC=C1)C(=N)N (Pyrazole-1-carboxamidine hydrochloride), Cl.Cl.N1N=CC=2C1=NC=CC2NC(C2=CC=C(C=C2)CN)=O (N-(1H-pyrazolo[3,4-b]pyridin-4-yl)-4-aminomethylbenzamide dihydrochloride), C(C)(C)N(CC)C(C)C (diisopropylethylamine), Cl (hydrochloride). Solvent: CO (methanol), CN(C=O)C (dimethylformamide). Reaction conditions: time 8 hour. Yields the product O.Cl.Cl.N1N=CC=2C1=NC=CC2NC(C2=CC=C(C=C2)CNC(=N)N)=O (N-(1H-pyrazolo[3,4-b]pyridin-4-yl)-4-guanidinomethylbenzamide dihydrochloride monohydrate). Isolated yield 105.6%. Reaction SMILES: [ClH:1].[N:2]1([C:7](N)=[NH:8])C=CC=N1.Cl.Cl.[NH:12]1[C:16]2=[N:17][CH:18]=[CH:19][C:20]([NH:21][C:22](=[O:31])[C:23]3[CH:28]=[CH:27][C:26]([CH2:29][NH2:30])=[CH:25][CH:24]=3)=[C:15]2[CH:14]=[N:13]1.C(N(C(C)C)CC)(C)C.Cl>CO.CN(C)C=O>[OH2:31].[ClH:1].[ClH:1].[NH:12]1[C:16]2=[N:17][CH:18]=[CH:19][C:20]([NH:21][C:22](=[O:31])[C:23]3[CH:28]=[CH:27][C:26]([CH2:29][NH:30][C:7]([NH2:8])=[NH:2])=[CH:25][CH:24]=3)=[C:15]2[CH:14]=[N:13]1 |f:0.1,2.3.4,9.10.11.12|. Reported procedure: Pyrazole-1-carboxamidine hydrochloride (284 mg) was added to a mixed solution of N-(1H-pyrazolo[3,4-b]pyridin-4-yl)-4-aminomethylbenzamide dihydrochloride (330 mg) and diisopropylethylamine (500 mg) in methanol (5 ml)-dimethylformamide (5 ml), and the mixture was stirred in a stream of nitrogen at room temperature for 8 hours. After the reaction, the reaction mixture was concentrated under reduced pressure. The obtained residue was purified by silica gel column chromatography (chloroform:methano... Starting materials: O=C1OCCC1Br, Oc1ccc(C(F)(F)F)cc1. Yields the product O=C1OCCC1Oc1ccc(C(F)(F)F)cc1. As a reaction SMILES: [Br:1][CH:2]1[C:3](=[O:4])[O:5][CH2:6][CH2:7]1.[F:8][C:9]([c:10]1[cH:11][cH:12][c:13]([OH:16])[cH:14][cH:15]1)([F:17])[F:18]>>[CH:2]1([O:16][c:13]2[cH:12][cH:11][c:10]([C:9]([F:8])([F:17])[F:18])[cH:15][cH:14]2)[C:3](=[O:4])[O:5][CH2:6][CH2:7]1.